From a dataset of the Open Reaction Database (ORD), a public repository of structured organic reaction records. describe an organic reaction: reactants, conditions, products, and yield The yield is 75.3%. Reaction SMILES: [CH2:1]([O:8][C:9]1[C:10](=[O:29])[CH:11]=[C:12]([CH2:17][NH:18][S:19]([C:22]2[CH:27]=[CH:26][CH:25]=[C:24]([CH3:28])[CH:23]=2)(=[O:21])=[O:20])[O:13][C:14]=1[CH2:15][OH:16])[C:2]1[CH:7]=[CH:6][CH:5]=[CH:4][CH:3]=1.C(OC1C(=O)C=C(CNS(C2C=CC=CC=2)(=O)=O)OC=1C=O)C1C=CC=CC=1>>[CH2:1]([O:8][C:9]1[C:10](=[O:29])[CH:11]=[C:12]([CH2:17][NH:18][S:19]([C:22]2[CH:27]=[CH:26][CH:25]=[C:24]([CH3:28])[CH:23]=2)(=[O:21])=[O:20])[O:13][C:14]=1[CH:15]=[O:16])[C:2]1[CH:3]=[CH:4][CH:5]=[CH:6][CH:7]=1. Reported procedure: N-(5-Benzyloxy-6-formyl-4-oxo-4H-pyran-2-ylmethyl)-3-methyl-benzenesulfonamide (11-04) (1.8 g, 75.28%) was synthesized as a white solid from N-(5-benzyloxy-6-hydroxymethyl-4-oxo-4H-pyran-2-ylmethyl)-3-methyl-benzenesulfonamide (10-04) (2.4 g, 5.78 mmol) following the procedure described for N-(5-benzyloxy-6-formyl-4-oxo-4H-pyran-2-ylmethyl)-benzenesulfonamide (11-01). Yields the product C(C1=CC=CC=C1)OC=1C(C=C(OC1C=O)CNS(=O)(=O)C1=CC(=CC=C1)C)=O (N-(5-Benzyloxy-6-formyl-4-oxo-4H-pyran-2-ylmethyl)-3-methyl-benzenesulfonamide). The reactants are C(C1=CC=CC=C1)OC=1C(C=C(OC1CO)CNS(=O)(=O)C1=CC(=CC=C1)C)=O (N-(5-Benzyloxy-6-hydroxymethyl-4-oxo-4H-pyran-2-ylmethyl)-3-methyl-benzenesulfonamide), C(C1=CC=CC=C1)OC=1C(C=C(OC1C=O)CNS(=O)(=O)C1=CC=CC=C1)=O (N-(5-benzyloxy-6-formyl-4-oxo-4H-pyran-2-ylmethyl)-benzene sulfonamide). Reactants: C(C)OC(=O)C=1N(C2=CC=C(C(=C2C1)N)C1=CC=C(C=C1)OC(C)C)C1=CC=C(C=C1)OC(C)C (4-Amino-1,5-bis(4-isopropoxyphenyl)indole-2-carboxylic acid ethyl ester), [OH-].[Na+] (NaOH), Cl (HCl). Solvent: C(C)#N (acetonitrile). Product: Cl.NC1=C2C=C(N(C2=CC=C1C1=CC=C(C=C1)OC(C)C)C1=CC=C(C=C1)OC(C)C)C(=O)O (4-Amino-1,5-bis(4-isopropoxyphenyl)indole-2-carboxylic acid hydrochloride). The yield is 86.0%. RXN SMILES: C([O:3][C:4]([C:6]1[N:7]([C:26]2[CH:31]=[CH:30][C:29]([O:32][CH:33]([CH3:35])[CH3:34])=[CH:28][CH:27]=2)[C:8]2[C:13]([CH:14]=1)=[C:12]([NH2:15])[C:11]([C:16]1[CH:21]=[CH:20][C:19]([O:22][CH:23]([CH3:25])[CH3:24])=[CH:18][CH:17]=1)=[CH:10][CH:9]=2)=[O:5])C.[OH-].[Na+].[ClH:38]>C(#N)C>[ClH:38].[NH2:15][C:12]1[C:11]([C:16]2[CH:17]=[CH:18][C:19]([O:22][CH:23]([CH3:24])[CH3:25])=[CH:20][CH:21]=2)=[CH:10][CH:9]=[C:8]2[C:13]=1[CH:14]=[C:6]([C:4]([OH:5])=[O:3])[N:7]2[C:26]1[CH:31]=[CH:30][C:29]([O:32][CH:33]([CH3:34])[CH3:35])=[CH:28][CH:27]=1 |f:1.2,5.6|. Reported procedure: A mixture of 4-amino-1,5-bis(4-isopropoxyphenyl)indole-2-carboxylic acid ethyl ester (160 mg, 340 nmol; see step (a)), acetonitrile (5 mL), and aqueous NaOH (1M, 2 mL) was heated at reflux for 3 h, and then allowed to cool. The pH was adjusted to 7 with 1 M HCl, and the mixture extracted with EtOAc. The combined extracts were washed with brine, dried over Na2SO4, concentrated, purified by chromatography, and dissolved in Et2O/absolute ethanol (3 mL). 4M HCl (100 μL) in dioxane was added. The pre... Reactants: O1CCOCC1.Cl (HCl dioxane), solution, O[Li].O (LiOH—H2O), COC=1C=C2CCC(CC2=CC1)NC(=O)C1=CC=C(OC2=C(C=C3C(CCOC3=C2)C(=O)[O-])C#N)C=C1 (7-(4-((6-Methoxy-1,2,3,4-tetrahydronaphthalen-2-yl)carbamoyl)phenoxy)-6-cyano-3,4-dihydro-2H-chromene-4-carboxylate). The solvent is C1CCOC1 (THF). Reaction conditions: time 17 hour. Yields the product C(#N)C=1C=C2C(CCOC2=CC1OC1=CC=C(C=C1)C(NC1CC2=CC=C(C=C2CC1)OC)=O)C(=O)O (6-cyano-7-(4-(6-methoxy-1,2,3,4-tetrahydronaphthalen-2-ylcarbamoyl)phenoxy)-chroman-4-carboxylic acid). Isolated yield 100.6%. As a reaction SMILES: [CH3:1][O:2][C:3]1[CH:4]=[C:5]2[C:10](=[CH:11][CH:12]=1)[CH2:9][CH:8]([NH:13][C:14]([C:16]1[CH:37]=[CH:36][C:19]([O:20][C:21]3[CH:30]=[C:29]4[C:24]([CH:25]([C:31]([O-:33])=[O:32])[CH2:26][CH2:27][O:28]4)=[CH:23][C:22]=3[C:34]#[N:35])=[CH:18][CH:17]=1)=[O:15])[CH2:7][CH2:6]2.O[Li].O.O1CCOCC1.Cl>C1COCC1>[C:34]([C:22]1[CH:23]=[C:24]2[C:29](=[CH:30][C:21]=1[O:20][C:19]1[CH:18]=[CH:17][C:16]([C:14](=[O:15])[NH:13][CH:8]3[CH2:7][CH2:6][C:5]4[C:10](=[CH:11][CH:12]=[C:3]([O:2][CH3:1])[CH:4]=4)[CH2:9]3)=[CH:37][CH:36]=1)[O:28][CH2:27][CH2:26][CH:25]2[C:31]([OH:33])=[O:32])#[N:35] |f:1.2,3.4|. Reported procedure: 7-(4-((6-Methoxy-1,2,3,4-tetrahydronaphthalen-2-yl)carbamoyl)phenoxy)-6-cyano-3,4-dihydro-2H-chromene-4-carboxylate (29.5 mg, 0.0576 mmol) was dissolved in THF (3 ml) and 1M solution of LiOH—H2O (115 μL, 0.115 mmol) was added. The mixture was stirred for 17 hours at ambient temperature. The mixture was quenched with 4M HCl dioxane (43.2 μL, 0.173 mmol). The crude mixture was purified on silica gel (MeOH in dichloromethane with 1% acetic acid gradient) to provide 28.9 mg of the title compound as ...